Dataset: the Open Reaction Database (ORD), a public repository of structured organic reaction records. Task: describe an organic reaction: reactants, conditions, products, and yield Starting materials: C(CN)N (ethylene diamine), C(C=C)C1=C(C=CC=C1)O (2-allyl-phenol). Run in C1(=CC=CC=C1)C (toluene). Product: O1NC=CC2=C1C=CC=C2 (Benzoxazine). Yield: 92.0%. As a reaction SMILES: [CH2:1]([NH2:4])[CH2:2]N.C([C:8]1[CH:13]=[CH:12][CH:11]=[CH:10][C:9]=1[OH:14])C=C>C1(C)C=CC=CC=1>[O:14]1[C:9]2[CH:10]=[CH:11][CH:12]=[CH:13][C:8]=2[CH:2]=[CH:1][NH:4]1. Procedure: This compound was prepared according to the method described in the previous examples from ethylene diamine (6.0 g, 100 mmole), paraformaldehade (12.6 g, 420 mmole), 2-allyl-phenol (26.8 g, 200 mmole), and toluene (200 ml). The final product was obtained as a viscous liquid. The yield was 92% of theory.